Dataset: the Open Reaction Database (ORD), a public repository of structured organic reaction records. Task: describe an organic reaction: reactants, conditions, products, and yield Procedure: Example 13 was repeated except that 0.210 g triphenylphosphine was used and 22.6 g N,N-diethyl-7-hydroxynerylamine. After 171/2 hours at 120° C. there was obtained a yield of 13.1% 2,6,6-trimethyl-2-vinyltetrahydropyran, 28.6% myrcenol, 16.1% cis-ocimenol, 21.9% trans-ocimenol. Reaction SMILES: C1(P(C2C=CC=CC=2)C2C=CC=CC=2)C=CC=CC=1.[CH3:20][C:21]([OH:30])([CH2:23][CH2:24][CH2:25][C:26]([CH:28]=[CH2:29])=[CH2:27])[CH3:22].C/C(/C=C)=C/CCC(O)(C)C.CC(C)=CC(O)/C=C(/C=C)\C>>[CH3:27][C:26]1([CH:28]=[CH2:29])[CH2:25][CH2:24][CH2:23][C:21]([CH3:20])([CH3:22])[O:30]1. Isolated yield 13.1%. Reactants: CC(C)(CCCC(=C)C=C)O (myrcenol), C/C(=C/CCC(C)(C)O)/C=C (cis-ocimenol), CC(=CC(/C=C(\C)/C=C)O)C (trans-ocimenol), C1(=CC=CC=C1)P(C1=CC=CC=C1)C1=CC=CC=C1 (triphenylphosphine), N,N-diethyl-7-hydroxynerylamine. Yields the product CC1(OC(CCC1)(C)C)C=C (2,6,6-trimethyl-2-vinyltetrahydropyran). Reactants: COC1=CC=C(CN(S(=O)(=O)C=2C=CC3=C(OCCN3C3=C(C=C(C=C3)[N+](=O)[O-])C3=CCN(CC3)C(=O)OC(C)(C)C)C2)C=2SC=CN2)C=C1 (tert-butyl 4-(2-(7-(N-(4-methoxybenzyl)-N-(thiazol-2-yl)sulfamoyl)-2H-benzo[b][1,4]oxazin-4(3H)-yl)-5-nitrophenyl)-5,6-dihydropyridine-1(2H)-carboxylate), [Sn](Cl)Cl (tin(II) chloride). Solvent: CO (methanol). Reaction conditions: time 1 hour. The product is NC=1C=CC(=C(C1)C1=CCN(CC1)C(=O)OC(C)(C)C)N1C2=C(OCC1)C=C(C=C2)S(N(C=2SC=CN2)CC2=CC=C(C=C2)OC)(=O)=O (tert-butyl 4-(5-amino-2-(7-(N-(4-methoxybenzyl)-N-(thiazol-2-yl)sulfamoyl)-2H-benzo[b][1,4]oxazin-4(3H)-yl)phenyl)-5,6-dihydropyridine-1(2H)-carboxylate). RXN SMILES: [CH3:1][O:2][C:3]1[CH:50]=[CH:49][C:6]([CH2:7][N:8]([C:44]2[S:45][CH:46]=[CH:47][N:48]=2)[S:9]([C:12]2[CH:13]=[CH:14][C:15]3[N:20]([C:21]4[CH:26]=[CH:25][C:24]([N+:27]([O-])=O)=[CH:23][C:22]=4[C:30]4[CH2:35][CH2:34][N:33]([C:36]([O:38][C:39]([CH3:42])([CH3:41])[CH3:40])=[O:37])[CH2:32][CH:31]=4)[CH2:19][CH2:18][O:17][C:16]=3[CH:43]=2)(=[O:11])=[O:10])=[CH:5][CH:4]=1.[Sn](Cl)Cl>CO>[NH2:27][C:24]1[CH:25]=[CH:26][C:21]([N:20]2[CH2:19][CH2:18][O:17][C:16]3[CH:43]=[C:12]([S:9](=[O:10])(=[O:11])[N:8]([CH2:7][C:6]4[CH:5]=[CH:4][C:3]([O:2][CH3:1])=[CH:50][CH:49]=4)[C:44]4[S:45][CH:46]=[CH:47][N:48]=4)[CH:13]=[CH:14][C:15]2=3)=[C:22]([C:30]2[CH2:35][CH2:34][N:33]([C:36]([O:38][C:39]([CH3:41])([CH3:42])[CH3:40])=[O:37])[CH2:32][CH:31]=2)[CH:23]=1. Procedure: To a solution of tert-butyl 4-(2-(7-(N-(4-methoxybenzyl)-N-(thiazol-2-yl)sulfamoyl)-2H-benzo[b][1,4]oxazin-4(3H)-yl)-5-nitrophenyl)-5,6-dihydropyridine-1(2H)-carboxylate (0.159 g, 0.221 mmol) in methanol (1.104 mL) was added tin(II) chloride (0.168 g, 0.884 mmol) and the reaction was stirred at RT for 1 h. The reaction was then heated to 60° C. for 1.5 h. The reaction mixture was concentrated under a vacuum. The residue was taken up in EtOAc, and washed with 1N NaOH (to a pH that is basic) and t... The product is C(C)(=O)OCC=1CS[C@H]2N(C1C(=O)O)C([C@@]2(OC)NC(C(C2=CC=CC=C2)=NO)=O)=O ((6R,7S)-3-acetoxymethyl-7-[2-hydroxyimino-2-phenylacetamido]-7-methoxyceph-3-em-4-carboxylic acid). The reactants are C(C)(=O)OCC=1CS[C@H]2N(C1C(=O)OC(C)(C)C)C([C@]2(NC(C(C2=CC=CC=C2)=NOC(C2=CC=CC=C2)(C2=CC=CC=C2)C2=CC=CC=C2)=O)OC)=O (t-Butyl (6R,7S)-3-acetoxymethyl-7methoxy- 7-[2-triphenylmethoxyimino-2-phenylacetamido]-ceph-3-em-4-carboxylate), C1(=CC=CC=C1)OC (anisole), acid. Reaction SMILES: [C:1]([O:4][CH2:5][C:6]1[CH2:7][S:8][C@@H:9]2[C@:20]([O:52][CH3:53])([NH:21][C:22](=[O:51])[C:23](=[N:30][O:31]C(C3C=CC=CC=3)(C3C=CC=CC=3)C3C=CC=CC=3)[C:24]3[CH:29]=[CH:28][CH:27]=[CH:26][CH:25]=3)[C:19](=[O:54])[N:10]2[C:11]=1[C:12]([O:14]C(C)(C)C)=[O:13])(=[O:3])[CH3:2].C1(OC)C=CC=CC=1>>[C:1]([O:4][CH2:5][C:6]1[CH2:7][S:8][C@@H:9]2[C@@:20]([NH:21][C:22](=[O:51])[C:23](=[N:30][OH:31])[C:24]3[CH:29]=[CH:28][CH:27]=[CH:26][CH:25]=3)([O:52][CH3:53])[C:19](=[O:54])[N:10]2[C:11]=1[C:12]([OH:14])=[O:13])(=[O:3])[CH3:2]. Procedure details: t-Butyl (6R,7S)-3-acetoxymethyl-7methoxy- 7-[2-triphenylmethoxyimino-2-phenylacetamido]-ceph-3-em-4-carboxylate (syn isomer) (400 mg, 0,535 mmole) was treated with anisole (2ml) and rifluoroacetic acid (8 ml) as described in Example 1(b) to give (6R,7S)-3-acetoxymethyl-7-[2-hydroxyimino-2-phenylacetamido]-7-methoxyceph-3-em-4-carboxylic acid (syn isomer) as an electrostatic white solid. (135 mg, 0.30 mmole). This acid was converted into the title compound by dissolving it in water containing sod... Reactants: C(C(=O)Cl)(=O)Cl (Oxalyl chloride), FC1(CC(C1)C(=O)O)F (3,3-difluorocyclobutanecarboxylic acid), CN(C)C=O (DMF), solution, N(C)C (Me2NH). Solvent: C(Cl)Cl (CH2Cl2), C1CCOC1 (THF). Run at time 1 hour. Product: FC1(CC(C1)C(=O)N(C)C)F (3,3-difluoro-N,N-dimethylcyclobutanecarboxamide). The yield is 77.0%. Reaction SMILES: C(Cl)(=O)C(Cl)=O.[F:7][C:8]1([F:15])[CH2:11][CH:10]([C:12](O)=[O:13])[CH2:9]1.[CH3:16][N:17](C=O)[CH3:18].N(C)C>C(Cl)Cl.C1COCC1>[F:7][C:8]1([F:15])[CH2:11][CH:10]([C:12]([N:17]([CH3:18])[CH3:16])=[O:13])[CH2:9]1. Reported procedure: Oxalyl chloride (21.74 mL, 248 mmol) was added dropwise to a stirred solution of 3,3-difluorocyclobutanecarboxylic acid (26 g, 191 mmol; prepared as described in Syn. Comm., 35:657 (2005) (Elend, D. et al.) in CH2Cl2 (500 mL) and DMF (0.5 mL) at 0° C. The reaction mixture was allowed to come to RT and stirred at RT for 1 h prior to being concentrated at RT using a rotary evaporator at ca. 50 mm Hg vacuum. After adding THF (300 mL) to the resulting residue, the stirred solution was cooled 0° C. p... Reaction SMILES: [C:1]([CH3:2])(=[O:3])[N:4]1[C:5](=[O:34])[C:6](=[C:16]([NH:17][CH:18]2[CH2:19][CH2:20][N:21]([CH3:24])[CH2:22][CH2:23]2)[c:25]2[cH:26][cH:27][c:28]([N+:31]([O-:32])=[O:33])[cH:29][cH:30]2)[c:7]2[cH:8][c:9]([C:13]([CH3:14])=[O:15])[cH:10][cH:11][c:12]21.[CH3:35][OH:36].[CH3:37][CH2:38][O:39][C:40](=[O:41])[CH3:42].[CH3:43][N:44]([CH3:45])[CH:46]=[O:47].[O:48]1[CH2:49][CH2:50][CH2:51][CH2:52]1>>[C:1]([CH3:2])(=[O:3])[N:4]1[C:5](=[O:34])[C:6](=[C:16]([NH:17][CH:18]2[CH2:19][CH2:20][N:21]([CH3:24])[CH2:22][CH2:23]2)[c:25]2[cH:26][cH:27][c:28]([NH2:31])[cH:29][cH:30]2)[c:7]2[cH:8][c:9]([C:13]([CH3:14])=[O:15])[cH:10][cH:11][c:12]21. Reactants: CC(=O)c1ccc2c(c1)C(=C(NC1CCN(C)CC1)c1ccc([N+](=O)[O-])cc1)C(=O)N2C(C)=O, CO, CCOC(C)=O, CN(C)C=O, C1CCOC1. Yields the product CC(=O)c1ccc2c(c1)C(=C(NC1CCN(C)CC1)c1ccc(N)cc1)C(=O)N2C(C)=O. The reactants are CC(C)=Cc1ccc(OC(=O)N2CCC(Oc3ccn(-c4ccc(S(C)(=O)=O)cc4)c(=O)c3)CC2)cc1, CO, ClCCl, CN(C)C=O. Product: CC(C)Cc1ccc(OC(=O)N2CCC(Oc3ccn(-c4ccc(S(C)(=O)=O)cc4)c(=O)c3)CC2)cc1. Reaction SMILES: [CH3:1][S:2](=[O:3])(=[O:4])[c:5]1[cH:6][cH:7][c:8](-[n:11]2[c:12](=[O:37])[cH:13][c:14]([O:17][CH:18]3[CH2:19][CH2:20][N:21]([C:24](=[O:25])[O:26][c:27]4[cH:28][cH:29][c:30]([CH:33]=[C:34]([CH3:35])[CH3:36])[cH:31][cH:32]4)[CH2:22][CH2:23]3)[cH:15][cH:16]2)[cH:9][cH:10]1.[CH3:38][OH:39].[Cl:45][CH2:46][Cl:47].[O:40]=[CH:41][N:42]([CH3:43])[CH3:44]>>[CH3:1][S:2](=[O:3])(=[O:4])[c:5]1[cH:6][cH:7][c:8](-[n:11]2[c:12](=[O:37])[cH:13][c:14]([O:17][CH:18]3[CH2:19][CH2:20][N:21]([C:24](=[O:25])[O:26][c:27]4[cH:28][cH:29][c:30]([CH2:33][CH:34]([CH3:35])[CH3:36])[cH:31][cH:32]4)[CH2:22][CH2:23]3)[cH:15][cH:16]2)[cH:9][cH:10]1. The reactants are CC1(COC(OC1)(C1=CC=CC=C1)C=1C=C(C(=CC1)N)N)C (4-(5,5-dimethyl-2-phenyl-1,3-dioxan-2yl)-1,2-benzenediamine), C(N)([O-])=O (carbamate), C(C)(=O)O (acetic acid), ClC(Cl)Cl (trichloromethane). The product is CC1(COC(OC1)(C1=CC=CC=C1)C1=CC2=C(NC(=N2)NC(OC)=O)C=C1)C (methyl [5-(5,5-dimethyl-2-phenyl-1,3-dioxan-2-yl)-1H-benzimidazol-2-yl]carbamate). Yield: 48.5%. RXN SMILES: [CH3:1][C:2]1([CH3:22])[CH2:7][O:6][C:5]([C:14]2[CH:15]=[C:16]([NH2:21])[C:17]([NH2:20])=[CH:18][CH:19]=2)([C:8]2[CH:13]=[CH:12][CH:11]=[CH:10][CH:9]=2)[O:4][CH2:3]1.[C:23](=O)([O-])[NH2:24].[C:27]([OH:30])(=[O:29])C.Cl[CH:32](Cl)Cl>>[CH3:1][C:2]1([CH3:22])[CH2:3][O:4][C:5]([C:14]2[CH:19]=[CH:18][C:17]3[NH:20][C:23]([NH:24][C:27](=[O:29])[O:30][CH3:32])=[N:21][C:16]=3[CH:15]=2)([C:8]2[CH:9]=[CH:10][CH:11]=[CH:12][CH:13]=2)[O:6][CH2:7]1. Procedure: A solution of 6 parts of 4-(5,5-dimethyl-2-phenyl-1,3-dioxan-2yl)-1,2-benzenediamine, 4.95 parts of methyl [(methylcarbonylamino)(methylthio)methylene[carbamate and 5 parts of acetic acid in 300 parts of trichloromethane is stirred and refluxed for 24 hours. The reaction mixture is evaporated and the residue is purified by column-chromatography over silica gel using a mixture of trichloromethane and 5% of methanol as eluent. The pure fractions are collected and the eluent is evaporated, yielding... Reactants: ClC=1C(=C2C(=NC1)NC(=C2)C2=CC=C(C=C2)OC2CCN(CC2)C)C2=CN=C(S2)C2(CCC2)OCOC (5-(5-chloro-2-(4-(1-methylpiperidin-4-yloxy)phenyl)-1H-pyrrolo[2,3-b]pyridin-4-yl)-2-(1-(methoxymethoxy)cyclobutyl)thiazole), ClC=1C(=C2C(=NC1)NC(=C2)C2=NOC(=N2)C2CN(CCC2)C(=O)OC(C)(C)C)C2=CN=C(S2)C2(CCC2)OCOC (tert-butyl 3-(3-(5-chloro-4-(2-(1-(methoxymethoxy)cyclobutyl)thiazol-5-yl)-1H-pyrrolo[2,3-b]pyridin-2-yl)-1,2,4-oxadiazol-5-yl)piperidine-1-carboxylate). Product: ClC=1C(=C2C(=NC1)NC(=C2)C2=CC=C(C=C2)OC2CCN(CC2)C)C2=CN=C(S2)C2(CCC2)O (1-(5-(5-chloro-2-(4-(1-methylpiperidin-4-yloxy)phenyl)-1H-pyrrolo[2,3-b]pyridin-4-yl)thiazol-2-yl)cyclobutanol). As a reaction SMILES: [Cl:1][C:2]1[C:3]([C:25]2[S:29][C:28]([C:30]3([O:34]COC)[CH2:33][CH2:32][CH2:31]3)=[N:27][CH:26]=2)=[C:4]2[CH:10]=[C:9]([C:11]3[CH:16]=[CH:15][C:14]([O:17][CH:18]4[CH2:23][CH2:22][N:21]([CH3:24])[CH2:20][CH2:19]4)=[CH:13][CH:12]=3)[NH:8][C:5]2=[N:6][CH:7]=1.ClC1C(C2SC(C3(OCOC)CCC3)=NC=2)=C2C=C(C3N=C(C4CCCN(C(OC(C)(C)C)=O)C4)ON=3)NC2=NC=1>>[Cl:1][C:2]1[C:3]([C:25]2[S:29][C:28]([C:30]3([OH:34])[CH2:33][CH2:32][CH2:31]3)=[N:27][CH:26]=2)=[C:4]2[CH:10]=[C:9]([C:11]3[CH:16]=[CH:15][C:14]([O:17][CH:18]4[CH2:23][CH2:22][N:21]([CH3:24])[CH2:20][CH2:19]4)=[CH:13][CH:12]=3)[NH:8][C:5]2=[N:6][CH:7]=1. Procedure details: The title compound was prepared as described in Example 22E, substituting 5-(5-chloro-2-(4-(1-methylpiperidin-4-yloxy)phenyl)-1H-pyrrolo[2,3-b]pyridin-4-yl)-2-(1-(methoxymethoxy)cyclobutyl)thiazole (Example 72B) for 1 tert-butyl 3-(3-(5-chloro-4-(2-(1-(methoxymethoxy)cyclobutyl)thiazol-5-yl)-1H-pyrrolo[2,3-b]pyridin-2-yl)-1,2,4-oxadiazol-5-yl)piperidine-1-carboxylate (Example 22D). 1H NMR (500 MHz, DMSO-d6) ppm 12.46 (s, 1H) 8.28 (s, 1H) 8.24 (s, 1H) 7.92 (d, 2H) 7.04 (d, 2H) 6.93 (d, 1H) 6.68 (...